Dataset: the Open Reaction Database (ORD), a public repository of structured organic reaction records. Task: describe an organic reaction: reactants, conditions, products, and yield Reactants: COc1cc(C(C#N)CCN(C)C)cc(OC)c1OC, CCOC(C)=O, CC(C)(C)O, Cl, [K+], [OH-]. The product is COc1cc(C(CCN(C)C)C(N)=O)cc(OC)c1OC. As a reaction SMILES: [CH3:1][N:2]([CH2:3][CH2:4][CH:5]([C:6]#[N:7])[c:8]1[cH:9][c:10]([O:18][CH3:19])[c:11]([O:16][CH3:17])[c:12]([O:14][CH3:15])[cH:13]1)[CH3:20].[CH3:23][CH2:24][O:25][C:26](=[O:27])[CH3:28].[CH3:30][C:31]([OH:32])([CH3:33])[CH3:34].[ClH:29].[K+:22].[OH-:21]>>[CH3:1][N:2]([CH2:3][CH2:4][CH:5]([C:6]([NH2:7])=[O:25])[c:8]1[cH:9][c:10]([O:18][CH3:19])[c:11]([O:16][CH3:17])[c:12]([O:14][CH3:15])[cH:13]1)[CH3:20]. The reactants are COC(C=CC1=CC=C(C=C1)C1=C(CCCC2=C1C=CC=C2)C2=CC=CC=C2)=O (3-[4-(6-Phenyl-8,9-dihydro-7H-benzocyclohepten-5-yl)-phenyl]-acrylic acid methyl ester), [OH-].[K+] (KOH). The solvent is CO (methanol), C1CCOC1 (THF). Reaction conditions: temperature 50 celsius, time 8 hour. The product is C1(=CC=CC=C1)C1=C(C2=C(CCC1)C=CC=C2)C2=CC=C(C=C2)C=CC(=O)O (3-[4-(6-Phenyl-8,9-dihydro-7H-benzo-cyclohepten-5-yl)-phenyl]-acrylic acid). Yield: 95.8%. As a reaction SMILES: C[O:2][C:3](=[O:29])[CH:4]=[CH:5][C:6]1[CH:11]=[CH:10][C:9]([C:12]2[C:18]3[CH:19]=[CH:20][CH:21]=[CH:22][C:17]=3[CH2:16][CH2:15][CH2:14][C:13]=2[C:23]2[CH:28]=[CH:27][CH:26]=[CH:25][CH:24]=2)=[CH:8][CH:7]=1.[OH-].[K+]>CO.C1COCC1>[C:23]1([C:13]2[CH2:14][CH2:15][CH2:16][C:17]3[CH:22]=[CH:21][CH:20]=[CH:19][C:18]=3[C:12]=2[C:9]2[CH:8]=[CH:7][C:6]([CH:5]=[CH:4][C:3]([OH:29])=[O:2])=[CH:11][CH:10]=2)[CH:28]=[CH:27][CH:26]=[CH:25][CH:24]=1 |f:1.2|. Reported procedure: To a solution of ester (2d) (4.2 g, 11.0 mmol) in methanol (370 mL) and THF (225 mL) was added 1N KOH (188 mL). After stirring overnight the mixture was heated to 50° C. for 0.5 h and was allowed to cool to rt. After stirring 2 h the solvent was partially removed under reduced pressure, the mixture was acidified with 1N HCl, and was extracted with EtOAc. The combined organic layers were washed with water, brine and were dried (MgSO4). The solvent was removed under reduced pressure and the residu... Solvent: C1(=CC=CC=C1)C (toluene), ClCCl (dichloromethane). Reactants: ClC(=O)OCC (ethyl chloroformate), NC=1C2=C(SC1C(=O)OC)C=C(C=C2)OC (methyl 3-amino-6-methoxybenzo[b]thiophene-2-carboxylate), C([O-])([O-])=O.[K+].[K+] (potassium carbonate), ClC(=O)OCC (ethyl chloroformate). Reported procedure: A mixture of 27.4 g (0.115 mol) of methyl 3-amino-6-methoxybenzo[b]thiophene-2-carboxylate, 38 g (0.275 mol) of potassium carbonate and 13.2 ml (0.138 mol) of ethyl chloroformate in 330 ml of toluene is heated at reflux for three hours. 7 ml (0.069 mol) of ethyl chloroformate are then added and the mixture is left heating at reflux for a further seven hours, with stirring. The mixture is then diluted with dichloromethane and washed with water. The organic phase is dried over sodium sulphate and ... Yields the product C(C)OC(=O)NC=1C2=C(SC1C(=O)OC)C=C(C=C2)OC (Methyl 3-[(ethoxycarbonyl)amino]-6-methoxybenzo[b]thiophene-2-carboxylate). Isolated yield 87.7%. Reaction SMILES: [NH2:1][C:2]1[C:3]2[CH:14]=[CH:13][C:12]([O:15][CH3:16])=[CH:11][C:4]=2[S:5][C:6]=1[C:7]([O:9][CH3:10])=[O:8].C(=O)([O-])[O-].[K+].[K+].Cl[C:24]([O:26][CH2:27][CH3:28])=[O:25]>C1(C)C=CC=CC=1.ClCCl>[CH2:27]([O:26][C:24]([NH:1][C:2]1[C:3]2[CH:14]=[CH:13][C:12]([O:15][CH3:16])=[CH:11][C:4]=2[S:5][C:6]=1[C:7]([O:9][CH3:10])=[O:8])=[O:25])[CH3:28] |f:1.2.3|. Starting materials: C(C)OC1=NN(C=C1CCC(=O)OCC)CC1=CC(=C(C=C1)OCC=1N=C(OC1C)C=1OC=CC1)OC (ethyl 3-[3-ethoxy-1-[4-[2-(2-furyl)-5-methyl-4-oxazolylmethoxy]-3-methoxybenzyl]-1H-pyrazol-4-yl]propionate), [OH-].[Na+] (sodium hydroxide), O1CCCC1 (tetrahydrofuran), C(C)O (ethanol). The solvent is Cl (hydrochloric acid). Run at time 2 hour. The product is C(C)OC1=NN(C=C1CCC(=O)O)CC1=CC(=C(C=C1)OCC=1N=C(OC1C)C=1OC=CC1)OC (3-[3-ethoxy-1-[4-[2-(2-furyl)-5-methyl-4-oxazolylmethoxy]-3-methoxybenzyl]-1H-pyrazol-4-yl]propionic acid). Isolated yield 95.5%. As a reaction SMILES: [CH2:1]([O:3][C:4]1[C:8]([CH2:9][CH2:10][C:11]([O:13]CC)=[O:12])=[CH:7][N:6]([CH2:16][C:17]2[CH:22]=[CH:21][C:20]([O:23][CH2:24][C:25]3[N:26]=[C:27]([C:31]4[O:32][CH:33]=[CH:34][CH:35]=4)[O:28][C:29]=3[CH3:30])=[C:19]([O:36][CH3:37])[CH:18]=2)[N:5]=1)[CH3:2].[OH-].[Na+].O1CCCC1.C(O)C>Cl>[CH2:1]([O:3][C:4]1[C:8]([CH2:9][CH2:10][C:11]([OH:13])=[O:12])=[CH:7][N:6]([CH2:16][C:17]2[CH:22]=[CH:21][C:20]([O:23][CH2:24][C:25]3[N:26]=[C:27]([C:31]4[O:32][CH:33]=[CH:34][CH:35]=4)[O:28][C:29]=3[CH3:30])=[C:19]([O:36][CH3:37])[CH:18]=2)[N:5]=1)[CH3:2] |f:1.2|. Procedure: A mixture of ethyl 3-[3-ethoxy-1-[4-[2-(2-furyl)-5-methyl-4-oxazolylmethoxy]-3-methoxybenzyl]-1H-pyrazol-4-yl]propionate (561 mg), 1 N aqueous sodium hydroxide solution (2.5 ml), tetrahydrofuran (5 ml), and ethanol (5 ml) was stirred at room temperature for two hours, diluted with 1 N hydrochloric acid (2.5 ml), and extracted with ethyl acetate. The ethyl acetate layer was washed with saturated aqueous sodium chloride solution, dried (MgSO4), and concentrated. The obtained colorless crystals wer...